This data is from the Open Reaction Database (ORD), a public repository of structured organic reaction records. The task is: describe an organic reaction: reactants, conditions, products, and yield Reactants: O=C(O)c1cc(Cl)ccc1Oc1cc(F)cc(F)c1, Cl, COC(=O)c1ccc(C(C)N)cc1. Yields the product COC(=O)c1ccc(C(C)NC(=O)c2cc(Cl)ccc2Oc2cc(F)cc(F)c2)cc1. Reaction SMILES: [Cl:15][c:16]1[cH:17][cH:18][c:19]([O:25][c:26]2[cH:27][c:28]([F:33])[cH:29][c:30]([F:32])[cH:31]2)[c:20]([C:21](=[O:22])[OH:23])[cH:24]1.[ClH:1].[NH2:2][CH:3]([CH3:4])[c:5]1[cH:6][cH:7][c:8]([C:9](=[O:10])[O:11][CH3:12])[cH:13][cH:14]1>>[NH:2]([CH:3]([CH3:4])[c:5]1[cH:6][cH:7][c:8]([C:9](=[O:10])[O:11][CH3:12])[cH:13][cH:14]1)[C:21]([c:20]1[c:19]([O:25][c:26]2[cH:27][c:28]([F:33])[cH:29][c:30]([F:32])[cH:31]2)[cH:18][cH:17][c:16]([Cl:15])[cH:24]1)=[O:22]. Starting materials: CCOCc1nc2cnc3cc(OCc4ccccc4)ccc3c2n1CC(C)(C)NC(=O)NC(C)C, ClC(Cl)Cl, O=C(OO)c1cccc(Cl)c1. Yields the product CCOCc1nc2c[n+]([O-])c3cc(OCc4ccccc4)ccc3c2n1CC(C)(C)NC(=O)NC(C)C. As a reaction SMILES: [CH2:12]([c:13]1[cH:14][cH:15][cH:16][cH:17][cH:18]1)[O:19][c:20]1[cH:21][cH:22][c:23]2[c:24]3[c:25]([cH:26][n:27][c:28]2[cH:29]1)[n:30][c:31]([CH2:44][O:45][CH2:46][CH3:47])[n:32]3[CH2:33][C:34]([CH3:35])([CH3:36])[NH:37][C:38](=[O:39])[NH:40][CH:41]([CH3:42])[CH3:43].[CH:48]([Cl:49])([Cl:50])[Cl:51].[OH:1][O:2][C:3]([c:4]1[cH:5][c:6]([Cl:7])[cH:8][cH:9][cH:10]1)=[O:11]>>[O-:1][n+:27]1[cH:26][c:25]2[c:24]([c:23]3[cH:22][cH:21][c:20]([O:19][CH2:12][c:13]4[cH:14][cH:15][cH:16][cH:17][cH:18]4)[cH:29][c:28]31)[n:32]([CH2:33][C:34]([CH3:35])([CH3:36])[NH:37][C:38](=[O:39])[NH:40][CH:41]([CH3:42])[CH3:43])[c:31]([CH2:44][O:45][CH2:46][CH3:47])[n:30]2. Reactants: O=C([O-])[O-], C1COCCO1, CN1C(=O)NCC1C(=O)OC(C)(C)C, Clc1cnccn1, [Cs+], [Cs+], O=C(C=Cc1ccccc1)C=Cc1ccccc1, O=C(C=Cc1ccccc1)C=Cc1ccccc1, O=C(C=Cc1ccccc1)C=Cc1ccccc1, [Pd], [Pd]. Yields the product CN1C(=O)N(c2cnccn2)CC1C(=O)OC(C)(C)C. Reaction SMILES: [C:22](=[O:23])([O-:24])[O-:25].[CH2:28]1[O:29][CH2:30][CH2:31][O:32][CH2:33]1.[CH3:1][N:2]1[C:3](=[O:14])[NH:4][CH2:5][CH:6]1[C:7](=[O:8])[O:9][C:10]([CH3:11])([CH3:12])[CH3:13].[Cl:15][c:16]1[n:17][cH:18][cH:19][n:20][cH:21]1.[Cs+:26].[Cs+:27].[O:36]=[C:37]([CH:38]=[CH:39][c:40]1[cH:41][cH:42][cH:43][cH:44][cH:45]1)[CH:46]=[CH:47][c:48]1[cH:49][cH:50][cH:51][cH:52][cH:53]1.[O:54]=[C:55]([CH:56]=[CH:57][c:58]1[cH:59][cH:60][cH:61][cH:62][cH:63]1)[CH:64]=[CH:65][c:66]1[cH:67][cH:68][cH:69][cH:70][cH:71]1.[O:72]=[C:73]([CH:74]=[CH:75][c:76]1[cH:77][cH:78][cH:79][cH:80][cH:81]1)[CH:82]=[CH:83][c:84]1[cH:85][cH:86][cH:87][cH:88][cH:89]1.[Pd:34].[Pd:35]>>[CH3:1][N:2]1[C:3](=[O:14])[N:4]([c:16]2[n:17][cH:18][cH:19][n:20][cH:21]2)[CH2:5][CH:6]1[C:7](=[O:8])[O:9][C:10]([CH3:11])([CH3:12])[CH3:13]. Reactants: ClCCOC1=CC=C(C=C1)NC1=NC=C(C=N1)C1=CC=C(C=C1)OC ([4-(2-chloro-ethoxy)-phenyl]-[5-(4-methoxy-phenyl)-pyrimidin-2-yl]-amine), [I-].[Na+] (sodium iodide), N1CCC(C(=O)OCC)CC1 (ethyl isonipecotate), COC1=CC=C(C=C1)C=1C=NC(=NC1)NC1=CC=C(OCCN2CCC(CC2)C(=O)O)C=C1 (1-(2-{4-[5-(4-Methoxy-phenyl)-pyrimidin-2-ylamino]-phenoxy}-ethyl)-piperidine-4-carboxylic acid). The solvent is CN(C)C=O (DMF). Conditions: temperature 120 celsius. The product is C(C)OC(=O)C1CCN(CC1)CCOC1=CC=C(C=C1)NC1=NC=C(C=N1)C1=CC=C(C=C1)OC (1-(2-{4-[5-(4-methoxy-phenyl)-pyrimidin-2-ylamino]-phenoxy}-ethyl)-piperidine-4-carboxylic acid ethyl ester). Isolated yield 50.0%. As a reaction SMILES: [CH3:1][O:2][C:3]1[CH:8]=[CH:7][C:6]([C:9]2[CH:10]=[N:11][C:12]([NH:15][C:16]3[CH:33]=[CH:32][C:19]([O:20][CH2:21][CH2:22][N:23]4[CH2:28][CH2:27][CH:26]([C:29]([OH:31])=[O:30])[CH2:25][CH2:24]4)=[CH:18][CH:17]=3)=[N:13][CH:14]=2)=[CH:5][CH:4]=1.Cl[CH2:35][CH2:36]OC1C=CC(NC2N=CC(C3C=CC(OC)=CC=3)=CN=2)=CC=1.[I-].[Na+].N1CCC(C(OCC)=O)CC1>CN(C=O)C>[CH2:35]([O:30][C:29]([CH:26]1[CH2:25][CH2:24][N:23]([CH2:22][CH2:21][O:20][C:19]2[CH:32]=[CH:33][C:16]([NH:15][C:12]3[N:11]=[CH:10][C:9]([C:6]4[CH:5]=[CH:4][C:3]([O:2][CH3:1])=[CH:8][CH:7]=4)=[CH:14][N:13]=3)=[CH:17][CH:18]=2)[CH2:28][CH2:27]1)=[O:31])[CH3:36] |f:2.3|. Procedure details: 1-(2-{4-[5-(4-Methoxy-phenyl)-pyrimidin-2-ylamino]-phenoxy}-ethyl)-piperidine-4-carboxylic acid can be synthesized by the following procedure. To a solution of [4-(2-chloro-ethoxy)-phenyl]-[5-(4-methoxy-phenyl)-pyrimidin-2-yl]-amine (0.042 mmol) (from Example 5d) in DMF (1 ml) is added sodium iodide (0.050 mmol) and ethyl isonipecotate (0.084 mmol). The reaction is heated at 120° C. for 12 h. Purification by HPLC (ACN gradient 10-90%) affords 1-(2-{4-[5-(4-methoxy-phenyl)-pyrimidin-2-ylamino]-ph...